From a dataset of the Open Reaction Database (ORD), a public repository of structured organic reaction records. describe an organic reaction: reactants, conditions, products, and yield Reported procedure: To a solution with 5 g (20.0 mmol) of optically active (2R,3S)-2-(2,4-difluorophenyl)-3-methyl-2-(1H-1,2,4-triazol-1-yl)methyloxirane dissolved in 20 ml of toluene, were added 80 ml of diethylaluminum cyanide (1.0M toluene solution) in a nitrogen atmosphere. The mixture was heated at 50° C. for 12 hours, and 10 ml of water and 120 ml of 1N HCl were succesively added dropwise thereto. The resulting mixture was stirred for 2 hours at room temperature, filtered through a Florisil pad and then subje... The reactants are O (water), FC1=C(C=CC(=C1)F)[C@@]1(O[C@H]1C)CN1N=CN=C1 ((2R,3S)-2-(2,4-difluorophenyl)-3-methyl-2-(1H-1,2,4-triazol-1-yl)methyloxirane), [C-]#N.C(C)[Al+]CC (diethylaluminum cyanide), O (water), Cl (HCl). Reaction SMILES: [F:1][C:2]1[CH:7]=[C:6]([F:8])[CH:5]=[CH:4][C:3]=1[C@@:9]1([CH2:13][N:14]2[CH:18]=[N:17][CH:16]=[N:15]2)[C@H:11]([CH3:12])O1.[C-:19]#[N:20].C([Al+]CC)C.[OH2:26].Cl>C1(C)C=CC=CC=1>[F:1][C:2]1[CH:7]=[C:6]([F:8])[CH:5]=[CH:4][C:3]=1[C@@:9]([OH:26])([CH2:13][N:14]1[CH:18]=[N:17][CH:16]=[N:15]1)[C@@H:11]([CH3:12])[C:19]#[N:20] |f:1.2|. The solvent is C1(=CC=CC=C1)C (toluene). Conditions: temperature 50 celsius, time 2 hour. Product: FC1=C(C=CC(=C1)F)[C@]([C@H](C#N)C)(CN1N=CN=C1)O ((2S,3R)-3-(2,4-difluorophenyl)-3-hydroxy-2-methyl-4-(1H-1,2,4-triazol-1-yl)butyronitrile). Starting materials: ClCCCCOC=1C=CC2=C(C(OC(N2)=O)(C)C)C1 (6-(4-chlorobutoxy)-4,4-dimethyl-4H-3,1-benzoxazin-2-one), COC1=CC=C(C=C1)S (4-methoxy-thiophenol). Product: COC1=CC=C(C=C1)SCCCCOC=1C=CC2=C(C(OC(N2)=O)(C)C)C1 (6-[4-(4-Methoxy-phenylmercapto)-butoxy]-4,4-dimethyl-4H-3,1-benzoxazin-2-on). As a reaction SMILES: Cl[CH2:2][CH2:3][CH2:4][CH2:5][O:6][C:7]1[CH:8]=[CH:9][C:10]2[NH:15][C:14](=[O:16])[O:13][C:12]([CH3:18])([CH3:17])[C:11]=2[CH:19]=1.[CH3:20][O:21][C:22]1[CH:27]=[CH:26][C:25]([SH:28])=[CH:24][CH:23]=1>>[CH3:20][O:21][C:22]1[CH:27]=[CH:26][C:25]([S:28][CH2:2][CH2:3][CH2:4][CH2:5][O:6][C:7]2[CH:8]=[CH:9][C:10]3[NH:15][C:14](=[O:16])[O:13][C:12]([CH3:18])([CH3:17])[C:11]=3[CH:19]=2)=[CH:24][CH:23]=1. Procedure details: Prepared analogously to Example 1 from 6-(4-chlorobutoxy)-4,4-dimethyl-4H-3,1-benzoxazin-2-one and 4-methoxy-thiophenol. Reported procedure: To a stirred solution of 2-benzyloxy-5-(2-hydroxyethyl)-N,N-dimethylbenzamide (300 mg) in dichloromethane (5 ml) were added carbon tetrabromide (366 mg) and triphenylphosphine (289 mg) at room temperature, and the mixture was stirred for minutes. After concentration of the reaction mixture under reduced pressure, purification of the residue by flash column chromatography on silica gel (eluent: hexane/ethyl acetate=3/2) gave 2-benzyloxy-5-(2-bromoethyl)-N,N-dimethylbenzamide (124 mg). 1H-NMR(CDCl... Solvent: ClCCl (dichloromethane). The product is C(C1=CC=CC=C1)OC1=C(C(=O)N(C)C)C=C(C=C1)CCBr (2-benzyloxy-5-(2-bromoethyl)-N,N-dimethylbenzamide). RXN SMILES: [CH2:1]([O:8][C:9]1[CH:19]=[CH:18][C:17]([CH2:20][CH2:21]O)=[CH:16][C:10]=1[C:11]([N:13]([CH3:15])[CH3:14])=[O:12])[C:2]1[CH:7]=[CH:6][CH:5]=[CH:4][CH:3]=1.C(Br)(Br)(Br)[Br:24].C1(P(C2C=CC=CC=2)C2C=CC=CC=2)C=CC=CC=1>ClCCl>[CH2:1]([O:8][C:9]1[CH:19]=[CH:18][C:17]([CH2:20][CH2:21][Br:24])=[CH:16][C:10]=1[C:11]([N:13]([CH3:15])[CH3:14])=[O:12])[C:2]1[CH:7]=[CH:6][CH:5]=[CH:4][CH:3]=1. Yield: 34.2%. Starting materials: C(C1=CC=CC=C1)OC1=C(C(=O)N(C)C)C=C(C=C1)CCO (2-benzyloxy-5-(2-hydroxyethyl)-N,N-dimethylbenzamide), C(Br)(Br)(Br)Br (carbon tetrabromide), C1(=CC=CC=C1)P(C1=CC=CC=C1)C1=CC=CC=C1 (triphenylphosphine). Starting materials: C(C1=CC=CC=C1)(=O)N[C@H]1CCC(N2N(C1=O)[C@@H](CCC2)C(=O)OC(C)(C)C)=O ((1S,9S)t-Butyl 9-benzoylamino-6,10-dioxo-1,2,3,4,7,8,9,10-octahydro-6H-pyridazino[1,2-a][1,2]diazepine-1-carboxylate), 212e, [K+].[Br-] (KBr). Solvent: CO (MeOH). Yields the product C(C)(=O)N[C@H]1CCC(N2N(C1=O)[C@@H](CCC2)C(=O)O)=O ((1S,9S)9-Acetylamino-6,10-dioxo-1,2,3,4,7,8,9,10-octahydro-6H-pyridazino[1,2-a][1,2]diazepine-1-carboxylic acid). Reaction SMILES: [C:1]([NH:9][C@@H:10]1[C:16](=[O:17])[N:15]2[C@H:18]([C:22]([O:24]C(C)(C)C)=[O:23])[CH2:19][CH2:20][CH2:21][N:14]2[C:13](=[O:29])[CH2:12][CH2:11]1)(=[O:8])[C:2]1C=CC=CC=1.[K+].[Br-]>CO>[C:1]([NH:9][C@@H:10]1[C:16](=[O:17])[N:15]2[C@H:18]([C:22]([OH:24])=[O:23])[CH2:19][CH2:20][CH2:21][N:14]2[C:13](=[O:29])[CH2:12][CH2:11]1)(=[O:8])[CH3:2] |f:1.2|. Procedure details: was prepared from 211e the same method as compound 212e as a white glassy solid (595 mg, 77%): mp >250° C.; [α]D24 -153 (c 0.10, MeOH); IR (KBr) 3280, 2942, 1742, 1697, 1675, 1650, 1616, 1548, 1470, 1443, 1281, 1249, 1202, 1187, 1171; 1H NMR (CD3OD) δ 5.35-5.31 (1H, m), 4.81-4.71 (1H, m), 4.61-4.46 (1H, m), 3.59-3.44 (2H, m), 3.11-2.94 (1H, m), 2.58-2.39 (1H, m), 2.36-2.19 (2H, m), 2.11-1.83 (3H, m), 1.99 (3H, s), 1.78-1.56 (2H, m); Anal. Calcd for C12H17N3O5 : C, 50.88; H, 6.05; N, 14.83. Found... Starting materials: ClC1=NC=C(C=C1)CN(CCNC(=C[N+](=O)[O-])SC)C (N-(2-chloro-5-pyridylmethyl)-N-methyl-N'-(1-methylthio-2-nitrovinyl)ethylenediamine), CON (O-methylhydroxylamine). The solvent is C(C)O (ethanol). The product is ClC1=NC=C(C=C1)CN(CCNC(=C[N+](=O)[O-])NOC)C (N-(2-chloro-5-pyridylmethyl)-N-methyl-N'-(1-methoxyamino-2-nitrovinyl)ethylenediamine). Isolated yield 63.4%. RXN SMILES: [Cl:1][C:2]1[CH:7]=[CH:6][C:5]([CH2:8][N:9]([CH3:20])[CH2:10][CH2:11][NH:12][C:13](SC)=[CH:14][N+:15]([O-:17])=[O:16])=[CH:4][N:3]=1.[CH3:21][O:22][NH2:23]>C(O)C>[Cl:1][C:2]1[CH:7]=[CH:6][C:5]([CH2:8][N:9]([CH3:20])[CH2:10][CH2:11][NH:12][C:13]([NH:23][O:22][CH3:21])=[CH:14][N+:15]([O-:17])=[O:16])=[CH:4][N:3]=1. Reported procedure: To a solution of 0.95 g of the compound synthesized in Example 1 above in 30 ml of ethanol was added O-methylhydroxylamine (0.16 g), and the mixture was heated under reflux for 1 hour. The ethanol was evaporated under reduced pressure, and the residue was purified by silica gel column chromatography to give the desired N-(2-chloro-5-pyridylmethyl)-N-methyl-N'-(1-methoxyamino-2-nitrovinyl)ethylenediamine (0.6 g) having an nD20 of 1.5466. Starting materials: C(C)(=O)Cl (Acetyl chloride), C1(CCCCC1)C=1C=2C=CC=3C(NCCC=CCCNC(CN(C1C1=CC=C(C=C1)OCC1=C(C=CC(=C1)N)N1CCN(CC1)S(=O)(=O)C)C2C3)=O)=O (17-cyclohexyl-18-[4-[2-(4-methanesulfonylpiperazin-1-yl)-5-amino-benzyloxy]phenyl]-1,4,11-triazatricyclo[11.5.2.016,19]icosa-7,13(20),14,16(19),17-pentaene-3,12-dione), CCN(C(C)C)C(C)C (N,N′-diisopropylethylamine). Solvent: C(Cl)(Cl)Cl (CHCl3). Reaction conditions: time 12 hour. Product: C1(CCCCC1)C=1C=2C=CC=3C(NCCC=CCCNC(CN(C1C1=CC=C(C=C1)OCC1=C(C=CC(=C1)NC(C)=O)N1CCN(CC1)S(=O)(=O)C)C2C3)=O)=O (17-cyclohexyl-18-[4-[2-(4-methanesulfonylpiperazin-1-yl)-5-acetylamino-benzyloxy]phenyl]-1,4,11-triazatricyclo[11.5.2.016,19]icosa-7,13(20),14,16(19),17-pentaene-3,12-dione). The yield is 62.8%. RXN SMILES: [C:1](Cl)(=[O:3])[CH3:2].[CH:5]1([C:11]2[C:12]3[CH:13]=[CH:14][C:15]4[C:16](=[O:57])[NH:17][CH2:18][CH2:19][CH:20]=[CH:21][CH2:22][CH2:23][NH:24][C:25](=[O:56])[CH2:26][N:27]([C:54]=3[CH:55]=4)[C:28]=2[C:29]2[CH:34]=[CH:33][C:32]([O:35][CH2:36][C:37]3[CH:42]=[C:41]([NH2:43])[CH:40]=[CH:39][C:38]=3[N:44]3[CH2:49][CH2:48][N:47]([S:50]([CH3:53])(=[O:52])=[O:51])[CH2:46][CH2:45]3)=[CH:31][CH:30]=2)[CH2:10][CH2:9][CH2:8][CH2:7][CH2:6]1.CCN(C(C)C)C(C)C>C(Cl)(Cl)Cl>[CH:5]1([C:11]2[C:12]3[CH:13]=[CH:14][C:15]4[C:16](=[O:57])[NH:17][CH2:18][CH2:19][CH:20]=[CH:21][CH2:22][CH2:23][NH:24][C:25](=[O:56])[CH2:26][N:27]([C:54]=3[CH:55]=4)[C:28]=2[C:29]2[CH:34]=[CH:33][C:32]([O:35][CH2:36][C:37]3[CH:42]=[C:41]([NH:43][C:1](=[O:3])[CH3:2])[CH:40]=[CH:39][C:38]=3[N:44]3[CH2:45][CH2:46][N:47]([S:50]([CH3:53])(=[O:51])=[O:52])[CH2:48][CH2:49]3)=[CH:31][CH:30]=2)[CH2:6][CH2:7][CH2:8][CH2:9][CH2:10]1. Reported procedure: Acetyl chloride (4 μL, 0.057 mmol) was added under nitrogen to a solution of 4 (38 mg, 0.051 mmol) and N,N′-diisopropylethylamine (DIPEA; 8.7 μL, 0.062 mmol) in CHCl3 (2 mL). After 12 h, the reaction mixture was successively partitioned between CHCl3 and diluted NaHCO3, dried (Na2SO4) and evaporated. The residue was purified by column chromatography to give 25 mg (61.7%) of the title product 5 as a white powder: m/z=782 (M+H)+. NMR (DMSO-d6): δ (ppm) 1.19-1.35 (m, 4H), 1.68-1.77 (m, 4H), 1.90 (m...